This data is from the Open Reaction Database (ORD), a public repository of structured organic reaction records. The task is: describe an organic reaction: reactants, conditions, products, and yield The reactants are C[O-].[Na+] (sodium methoxide), NC=1C=C(C=CC1F)C=1C2=C(N=CN1)NC=C2C(=O)OCC (ethyl 4-(3-amino-4-fluorophenyl)-7H-pyrrolo[2,3-d]pyrimidine-5-carboxylate), Cl (HCl). Reaction conditions: temperature 60 celsius. Product: NC=1C=C(C=CC1F)C=1C2=C(N=CN1)NC=C2C(=O)OC (methyl 4-(3-amino-4-fluorophenyl)-7H-pyrrolo[2,3-d]pyrimidine-5-carboxylate). RXN SMILES: C[O-].[Na+].[NH2:4][C:5]1[CH:6]=[C:7]([C:12]2[C:13]3[C:20]([C:21]([O:23][CH2:24]C)=[O:22])=[CH:19][NH:18][C:14]=3[N:15]=[CH:16][N:17]=2)[CH:8]=[CH:9][C:10]=1[F:11].Cl>>[NH2:4][C:5]1[CH:6]=[C:7]([C:12]2[C:13]3[C:20]([C:21]([O:23][CH3:24])=[O:22])=[CH:19][NH:18][C:14]=3[N:15]=[CH:16][N:17]=2)[CH:8]=[CH:9][C:10]=1[F:11] |f:0.1|. Procedure details: To a sodium methoxide solution (5.71 mL, 25.0 mmol, 25 wt. % in methanol) was added ethyl 4-(3-amino-4-fluorophenyl)-7H-pyrrolo[2,3-d]pyrimidine-5-carboxylate (150 mg, 0.500 mmol) and the reaction mixture heated at 60° C. for 1 hour. The reaction mixture was neutralized with 1 M HCl and then extracted with ethyl acetate (×3). The combined organic fractions were dried with sodium sulfate, filtered and concentrated under reduced pressure. Purification of the residue by MPLC (0-10% methanol-dichlor...